Dataset: the Open Reaction Database (ORD), a public repository of structured organic reaction records. Task: describe an organic reaction: reactants, conditions, products, and yield The reactants are N(N)C1=NC=C(C=C1F)F (2-hydrazino-3,5-difluoropyridine). The reagents and catalysts are CO (methanol), [Ni] (Raney nickel). Reaction conditions: time 24 hour. Product: NC1=NC=C(C=C1F)F (2-amino-3,5-difluoropyridine). Yield: 83.1%. Reaction SMILES: [NH:1]([C:3]1[C:8]([F:9])=[CH:7][C:6]([F:10])=[CH:5][N:4]=1)N>CO.[Ni]>[NH2:1][C:3]1[C:8]([F:9])=[CH:7][C:6]([F:10])=[CH:5][N:4]=1. Reported procedure: Charged in a hydrogenation reactor were 500 ml of methanol, 14.5 g of the compound obtained in Step 4 and 11.5 g of Raney nickel as a catalyst, and H2 gas was introduced therein. The reactor was kept at room temperature for 24 hours, and the reaction mixture was filtered through Cellite® to remove the catalyst. The resulting solution was concentrated under a reduced pressure to obtain 10.8 g of the title compound as a light yellow solid (purity: 98.0%). Starting materials: acid chloride, CC(C(=O)O)(C)C1=CC=C(C=C1)C(F)(F)F (2-methyl-2-(4-(trifluoromethyl)phenyl)propanoic acid), S(=O)(Cl)Cl (thionyl chloride), [Mg] (magnesium), C(CC(=O)OCC)(=O)OCC (diethyl malonate). The solvent is C1CCOC1 (THF), C1CCOC1 (THF), C(Cl)(Cl)(Cl)Cl (CCl4), CCO (EtOH), C(C)OCC (diethyl ether). Reaction conditions: temperature 23 celsius, time 2 hour. Product: CC(C(=O)C(C(=O)OCC)C(=O)OCC)(C)C1=CC=C(C=C1)C(F)(F)F (Diethyl 2-(2-methyl-2-(4-(trifluoromethyl)phenyl)propanoyl)malonate). The yield is 52.2%. Reaction SMILES: [CH3:1][C:2]([C:7]1[CH:12]=[CH:11][C:10]([C:13]([F:16])([F:15])[F:14])=[CH:9][CH:8]=1)([CH3:6])[C:3]([OH:5])=O.S(Cl)(Cl)=O.[Mg].[C:22]([O:30][CH2:31][CH3:32])(=[O:29])[CH2:23][C:24]([O:26][CH2:27][CH3:28])=[O:25]>C1COCC1.C(OCC)C.C(Cl)(Cl)(Cl)Cl.CCO>[CH3:6][C:2]([C:7]1[CH:12]=[CH:11][C:10]([C:13]([F:16])([F:15])[F:14])=[CH:9][CH:8]=1)([CH3:1])[C:3]([CH:23]([C:24]([O:26][CH2:27][CH3:28])=[O:25])[C:22]([O:30][CH2:31][CH3:32])=[O:29])=[O:5]. Procedure: A solution of 2-methyl-2-(4-(trifluoromethyl)phenyl)propanoic acid (1325 mg, 5706 μmol) in thionyl chloride (4162 μL, 57063 μmol) was heated at reflux under nitrogen. After 2 hours, the reaction was cooled to 23° C. and concentrated in vacuo to afford the crude acid chloride. In an oven-dried round-bottomed flask, magnesium (208 mg, 8559 μmol) and diethyl malonate (1293 μL, 8559 μmol) were added to EtOH (15 mL) and CCl4 (0.2 mL). The reaction was stirred at 23° C. for 30 minutes followed by the ... The reactants are C(C1=CC=CC=C1)N1CC2N(C(C=3C=CC=CC3C2)=O)C(C1)C (1,2,3,4,11,11a-Hexahydro-2-benzyl-4-methyl-pyrazino[1,2-b]isoquinolin-6-one), [H][H] (hydrogen). Reagents/catalysts: [Pd] (palladium on carbon). The solvent is CCOC(=O)C (EtOAc). Run at time 3 day. Product: C[C@@H]1CNC[C@@H]2N1C(C=1C=CC=CC1C2)=O ((4R,11aR)-1,2,3,4,11,11a-hexahydro-4-methyl-pyrazino[1,2-b]isoquinolin-6-one). The yield is 27.7%. Reaction SMILES: C([N:8]1[CH2:22][CH:21]([CH3:23])[N:11]2[C:12](=[O:20])[C:13]3[CH:14]=[CH:15][CH:16]=[CH:17][C:18]=3[CH2:19][CH:10]2[CH2:9]1)C1C=CC=CC=1.[H][H]>[Pd].CCOC(C)=O>[CH3:23][C@H:21]1[N:11]2[C:12](=[O:20])[C:13]3[CH:14]=[CH:15][CH:16]=[CH:17][C:18]=3[CH2:19][C@@H:10]2[CH2:9][NH:8][CH2:22]1. Reported procedure: 1,2,3,4,11,11a-Hexahydro-2-benzyl-4-methyl-pyrazino[1,2-b]isoquinolin-6-one (from Isomer B, 93 mg, 0.30 mmol) and 10% palladium on carbon (40 mg) in EtOAc (9 ml) was stirred under a balloon of hydrogen. After 3 days the reaction was about 60% complete by HPLC. The catalyst was filtered off and then fresh catalyst added. After stirring an additional day under a balloon of hydrogen, the reaction was filtered through Celite® rinsing with EtOAc and methanol to afford 56 mg of crude product. Column p... Reactants: II (iodine), C(C)(C)[N-]C(C)C.[Li+] (LDA), FC1=NC=C(C=C1)C(C)C (2-fluoro-5-isopropylpyridine), O (water). The solvent is C1CCOC1 (THF), C1CCOC1 (THF), C1CCOC1 (THF). Run at time 30 minute. Yields the product FC1=NC=C(C=C1I)C(C)C (2-fluoro-3-iodo-5-isopropylpyridine). RXN SMILES: C([N-]C(C)C)(C)C.[Li+].[F:9][C:10]1[CH:15]=[CH:14][C:13]([CH:16]([CH3:18])[CH3:17])=[CH:12][N:11]=1.[I:19]I.O>C1COCC1>[F:9][C:10]1[C:15]([I:19])=[CH:14][C:13]([CH:16]([CH3:18])[CH3:17])=[CH:12][N:11]=1 |f:0.1|. Procedure: To a stirring solution of 9.2 mL of LDA (lithium diisopropylamide) (2.0M solution in THF/heptane/ethylbenzene) in 20 mL of THF at −78° C. was added 2-fluoro-5-isopropylpyridine in 40 mL of THF dropwise over a period of 20 min. After 30 min. 4.39 g (17.3 mmol) of iodine in 25 mL of THF was added. After 2 h at −78° C. with the light off, 20 mL of water was added, and the cold bath was removed. Water (80 mL) was added and 9 g of sodium thiosulfate was added in 3 portions. Diethyl ether was added, a... Reactants: O1C(=CC=C1)C(=O)NN (2-furancarboxylic acid hydrazide), COC1=CC=C(CN=C=S)C=C1 (4-methoxybenzyl isothiocyanate), C(C1=CC=CC=C1)Br (benzyl bromide). The product is C(C1=CC=CC=C1)SC1=NN=C(N1CC1=CC=C(C=C1)OC)C=1OC=CC1 (3-benzylsulfanyl-5-furan-2-yl-4-(4-methoxy-benzyl)-4H-1,2,4-triazole). RXN SMILES: [O:1]1[CH:5]=[CH:4][CH:3]=[C:2]1[C:6]([NH:8][NH2:9])=O.[CH3:10][O:11][C:12]1[CH:21]=[CH:20][C:15]([CH2:16][N:17]=[C:18]=[S:19])=[CH:14][CH:13]=1.[CH2:22](Br)[C:23]1[CH:28]=[CH:27][CH:26]=[CH:25][CH:24]=1>>[CH2:22]([S:19][C:18]1[N:17]([CH2:16][C:15]2[CH:20]=[CH:21][C:12]([O:11][CH3:10])=[CH:13][CH:14]=2)[C:6]([C:2]2[O:1][CH:5]=[CH:4][CH:3]=2)=[N:8][N:9]=1)[C:23]1[CH:28]=[CH:27][CH:26]=[CH:25][CH:24]=1. Procedure details: This compound was synthesized using the same methodology as described in Example 1 above, using 2-furancarboxylic acid hydrazide, 4-methoxybenzyl isothiocyanate and benzyl bromide as the starting materials. Reactants: C1CCOC1, C=CC(C)(C)C, C[SiH](Cl)Cl, [SiH4]. Yields the product CC(C)(C)CC[Si](C)(Cl)Cl. Reaction SMILES: [CH2:12]1[O:13][CH2:14][CH2:15][CH2:16]1.[CH2:1]=[CH:2][C:3]([CH3:4])([CH3:5])[CH3:6].[CH3:7][SiH:8]([Cl:9])[Cl:10].[SiH4:11]>>[CH2:1]([CH2:2][C:3]([CH3:4])([CH3:5])[CH3:6])[Si:8]([CH3:7])([Cl:9])[Cl:10]. Starting materials: NC=1C(=C(C(=O)NC2=CC=CC=3C4=C(OC32)CCCC4)C(=CC1)Cl)Cl (6-(3-amino-2,6-dichlorobenzoylamino)-1,2,3,4-tetrahydrodibenzofuran), C=O (formaldehyde), C(#N)[BH3-].[Na+] (sodium cyanoborohydride). Reagents/catalysts: C(C)(=O)O (acetic acid). Run in C(C)#N (acetonitrile). Conditions: time 3 hour. Product: ClC1=C(C(=O)NC2=CC=CC=3C4=C(OC32)CCCC4)C(=CC=C1NC)Cl (6-(2,6-dichloro-3-methylaminobenzoylamino)-1,2,3,4-tetrahydrodibenzofuran). Yield: 20.2%. As a reaction SMILES: [NH2:1][C:2]1[C:3]([Cl:25])=[C:4]([C:21]([Cl:24])=[CH:22][CH:23]=1)[C:5]([NH:7][C:8]1[C:16]2[O:15][C:14]3[CH2:17][CH2:18][CH2:19][CH2:20][C:13]=3[C:12]=2[CH:11]=[CH:10][CH:9]=1)=[O:6].C=O.[C:28]([BH3-])#N.[Na+]>C(O)(=O)C.C(#N)C>[Cl:25][C:3]1[C:2]([NH:1][CH3:28])=[CH:23][CH:22]=[C:21]([Cl:24])[C:4]=1[C:5]([NH:7][C:8]1[C:16]2[O:15][C:14]3[CH2:17][CH2:18][CH2:19][CH2:20][C:13]=3[C:12]=2[CH:11]=[CH:10][CH:9]=1)=[O:6] |f:2.3|. Procedure details: A mixture of 6-(3-amino-2,6-dichlorobenzoylamino)-1,2,3,4-tetrahydrodibenzofuran (100 mg), aqueous 37% formaldehyde, sodium cyanoborohydride (70 mg) and acetic acid (5 drops) in acetonitrile (2 ml) was stirred at ambient temperature for 3 hours. The reaction mixture was partitioned between dichloromethane and aqueous saturated sodium bicarbonte. The organic layer was separated, washed with brine, dried over sodium sulfate and concentrated in vacuo. The residue was purified by preparative TLC on ...